Dataset: the Open Reaction Database (ORD), a public repository of structured organic reaction records. Task: describe an organic reaction: reactants, conditions, products, and yield Reactants: [BH4-], Brc1cccc(C2Nc3ccccc3CO2)c1, CCO, [Na+]. The product is OCc1ccccc1NCc1cccc(Br)c1. RXN SMILES: [BH4-:1].[Br:3][c:4]1[cH:5][c:6]([CH:10]2[O:11][CH2:12][c:13]3[c:14]([cH:16][cH:17][cH:18][cH:19]3)[NH:15]2)[cH:7][cH:8][cH:9]1.[CH3:20][CH2:21][OH:22].[Na+:2]>>[Br:3][c:4]1[cH:5][c:6]([CH2:10][NH:15][c:14]2[c:13]([CH2:12][OH:11])[cH:19][cH:18][cH:17][cH:16]2)[cH:7][cH:8][cH:9]1. The reactants are CC1([C@@H]2[C@H](C3=CC(=CC=C3O1)C#N)O2)C ((S,S)-2,2-dimethyl-1a,7b-dihydro-2H-1,3-dioxa-cyclopropa[a]naphthalene-6-carbonitrile), ClC=1C=C2C(C(NC2=CC1)=O)=O (5-chloro-1H-indole-2,3-dione). Yields the product ClC=1C=C2C(C(N(C2=CC1)[C@H]1[C@@H](C(OC2=CC=C(C=C12)C#N)(C)C)O)=O)=O ((3S,4R)-4-(5-Chloro-2,3-dioxo-2,3-dihydro-indol-1-yl)-3-hydroxy-2,2-dimethyl-chroman-6-carbonitrile). Reaction SMILES: [CH3:1][C:2]1([CH3:15])[O:11][C:10]2[C:5](=[CH:6][C:7]([C:12]#[N:13])=[CH:8][CH:9]=2)[C@@H:4]2[O:14][C@H:3]12.[Cl:16][C:17]1[CH:18]=[C:19]2[C:23](=[CH:24][CH:25]=1)[NH:22][C:21](=[O:26])[C:20]2=[O:27]>>[Cl:16][C:17]1[CH:18]=[C:19]2[C:23](=[CH:24][CH:25]=1)[N:22]([C@@H:4]1[C:5]3[C:10](=[CH:9][CH:8]=[C:7]([C:12]#[N:13])[CH:6]=3)[O:11][C:2]([CH3:15])([CH3:1])[C@H:3]1[OH:14])[C:21](=[O:26])[C:20]2=[O:27]. Procedure details: Following the procedure described in the Example 1, using (S,S)-2,2-dimethyl-1a,7b-dihydro-2H-1,3-dioxa-cyclopropa[a]naphthalene-6-carbonitrile and 5-chloro-1H-indole-2,3-dione as starting materials, the title compound was prepared as a white solid. The product is Cc1cc(Nc2ccn[nH]2)nc(N2CC(NC(=O)OC(C)(C)C)CC(C(=O)O)C2)c1. Reactants: COC(=O)C1CC(NC(=O)OC(C)(C)C)CN(c2cc(C)cc(Nc3ccn[nH]3)n2)C1, CO, [Cl-], [NH4+], [Na+], [OH-]. As a reaction SMILES: [C:1]([CH3:2])([CH3:3])([CH3:4])[O:5][C:6](=[O:7])[NH:8][CH:9]1[CH2:10][CH:11]([C:28](=[O:29])[O:30][CH3:31])[CH2:12][N:13]([c:15]2[n:16][c:17]([NH:22][c:23]3[cH:24][cH:25][n:26][nH:27]3)[cH:18][c:19]([CH3:21])[cH:20]2)[CH2:14]1.[CH3:36][OH:37].[Cl-:34].[NH4+:35].[Na+:33].[OH-:32]>>[C:1]([CH3:2])([CH3:3])([CH3:4])[O:5][C:6](=[O:7])[NH:8][CH:9]1[CH2:10][CH:11]([C:28](=[O:29])[OH:30])[CH2:12][N:13]([c:15]2[n:16][c:17]([NH:22][c:23]3[cH:24][cH:25][n:26][nH:27]3)[cH:18][c:19]([CH3:21])[cH:20]2)[CH2:14]1. Starting materials: NC1=NC=NC(=C1C#N)N1CCC(CC1)C=1N(C=C(N1)C1=CC(=C(C=C1)F)C(F)(F)F)C (4-amino-6-{4-[4-(4-fluoro-3-trifluoromethyl-phenyl)-1-methyl-1H-imidazol-2-yl]-piperidin-1-yl}-pyrimidine-5-carbonitrile), FC(C(=O)O)(F)F.N1(CCC1)CCN1C(=NC(=C1)C1=CC=C(C=C1)OC(F)F)C1CCNCC1 (4-[1-(2-Azetidin-1-yl-ethyl)-4-(4-difluoromethoxy-phenyl)-1H-imidazol-2-yl]-piperidine trifluoroacetate). Product: NC1=NC=NC(=C1C#N)N1CCC(CC1)C=1N(C=C(N1)C1=CC=C(C=C1)OC(F)F)CCN1CCC1 (4-Amino-6-{4-[1-(2-azetidin-1-yl-ethyl)-4-(4-difluoromethoxy-phenyl)-1H-imidazol-2-yl]-piperidin-1-yl}-pyrimidine-5-carbonitrile). As a reaction SMILES: [NH2:1][C:2]1[C:7]([C:8]#[N:9])=[C:6](N2CCC(C3N(C)C=C(C4C=CC(F)=C(C(F)(F)F)C=4)N=3)CC2)[N:5]=[CH:4][N:3]=1.FC(F)(F)C(O)=O.[N:40]1([CH2:44][CH2:45][N:46]2[CH:50]=[C:49]([C:51]3[CH:56]=[CH:55][C:54]([O:57][CH:58]([F:60])[F:59])=[CH:53][CH:52]=3)[N:48]=[C:47]2[CH:61]2[CH2:66][CH2:65][NH:64][CH2:63][CH2:62]2)[CH2:43][CH2:42][CH2:41]1>>[NH2:1][C:2]1[C:7]([C:8]#[N:9])=[C:6]([N:64]2[CH2:63][CH2:62][CH:61]([C:47]3[N:46]([CH2:45][CH2:44][N:40]4[CH2:43][CH2:42][CH2:41]4)[CH:50]=[C:49]([C:51]4[CH:52]=[CH:53][C:54]([O:57][CH:58]([F:60])[F:59])=[CH:55][CH:56]=4)[N:48]=3)[CH2:66][CH2:65]2)[N:5]=[CH:4][N:3]=1 |f:1.2|. Procedure details: The title compound was prepared in an analogous manner as 4-amino-6-{4-[4-(4-fluoro-3-trifluoromethyl-phenyl)-1-methyl-1H-imidazol-2-yl]-piperidin-1-yl}-pyrimidine-5-carbonitrile using 4-[1-(2-Azetidin-1-yl-ethyl)-4-(4-difluoromethoxy-phenyl)-1H-imidazol-2-yl]-piperidine trifluoroacetate instead of 4-[4-(4-fluoro-3-trifluoromethyl-phenyl)-1-methyl-1h-imidazol-2-yl]-piperidine. LC-MS: (M+1=495, obsd.=495). Reactants: C(=O)C(C(=O)OC)Cl (methyl formylchloroacetate), C(C)(=S)N (thioacetamide). Run in O (water). Product: CC=1SC(=CN1)C(=O)OC (methyl 2-methylthiazol-5-carboxylate). Yield: 43.6%. Reaction SMILES: [CH:1]([CH:3](Cl)[C:4]([O:6][CH3:7])=[O:5])=O.[C:9]([NH2:12])(=[S:11])[CH3:10]>O>[CH3:10][C:9]1[S:11][C:3]([C:4]([O:6][CH3:7])=[O:5])=[CH:1][N:12]=1. Procedure details: 2.0 g (14.6 mmol) methyl formylchloroacetate (A. Gangjee, A. Vidwans, E. Elzein, et. Al. J. Med. Chem. 2001, 44, 1993-2003), and 1.6 g (21.3 mmol) thioacetamide were dissolved in 10 ml water, heated, and reacted at 95° C. for 5 hr. The reaction product was extracted with ethyl acetate for 3 times, the ethyl acetate phases were combined, washed with a saturated sodium chloride solution, dried over anhydrous sodium sulfate, filtered, concentrated, and separated by a column chromatography to obtain... The reactants are BrC1=C(CC(C(=O)OCC)(C(=O)OCC)C)C=CC=C1 (diethyl 2-(2-bromobenzyl)-2-methylmalonate), [Cl-].[Li+] (lithium chloride), O (water). The solvent is CS(=O)C (dimethylsulfoxide). Reaction conditions: temperature 180 celsius, time 8 hour. Yields the product BrC1=C(C=CC=C1)CC(C(=O)OCC)C (ethyl 3-(2-bromophenyl)-2-methylpropionate). Isolated yield 100.1%. Reaction SMILES: [Br:1][C:2]1[CH:20]=[CH:19][CH:18]=[CH:17][C:3]=1[CH2:4][C:5](C)([C:11](OCC)=O)[C:6]([O:8][CH2:9][CH3:10])=[O:7].[Cl-].[Li+].O>CS(C)=O>[Br:1][C:2]1[CH:20]=[CH:19][CH:18]=[CH:17][C:3]=1[CH2:4][CH:5]([CH3:11])[C:6]([O:8][CH2:9][CH3:10])=[O:7] |f:1.2|. Reported procedure: To a solution of diethyl 2-(2-bromobenzyl)-2-methylmalonate (108 g, 310 mmole) in dimethylsulfoxide (350 ml) were added 26.4 g of lithium chloride (620 mmole) and 5.6 ml of water (310 mmole). After stirring at 180° C. for 8 hours, the product was extracted with n-hexane and concentrated to give 84.1 g of ethyl 3-(2-bromophenyl)-2-methylpropionate as a yellow oil (yield, 100%). Starting materials: C(C1=CC=CC=C1)OC1=CC=C2[C@@H]([C@@H](COC2=C1)C1=CC=CC=C1)C1=CC=C(C=C1)OCCCl ((+,-) cis 7-Benzyloxy4-[4-(2-chloroethyloxy)-phenyl]-3-phenyl-chroman), C(CCC)N (butylamine). Yields the product C(C1=CC=CC=C1)OC1=CC=C2[C@@H]([C@@H](COC2=C1)C1=CC=CC=C1)C1=CC=C(C=C1)OCCNCCCC ((+,-) cis 7-Benzyloxy 4-[4-(butylaminoethyloxy)-phenyl]-3-phenyl-chroman). Isolated yield 63.0%. As a reaction SMILES: [CH2:1]([O:8][C:9]1[CH:18]=[C:17]2[C:12]([C@H:13]([C:25]3[CH:30]=[CH:29][C:28]([O:31][CH2:32][CH2:33]Cl)=[CH:27][CH:26]=3)[C@H:14]([C:19]3[CH:24]=[CH:23][CH:22]=[CH:21][CH:20]=3)[CH2:15][O:16]2)=[CH:11][CH:10]=1)[C:2]1[CH:7]=[CH:6][CH:5]=[CH:4][CH:3]=1.[CH2:35]([NH2:39])[CH2:36][CH2:37][CH3:38]>>[CH2:1]([O:8][C:9]1[CH:18]=[C:17]2[C:12]([C@H:13]([C:25]3[CH:30]=[CH:29][C:28]([O:31][CH2:32][CH2:33][NH:39][CH2:35][CH2:36][CH2:37][CH3:38])=[CH:27][CH:26]=3)[C@H:14]([C:19]3[CH:24]=[CH:23][CH:22]=[CH:21][CH:20]=3)[CH2:15][O:16]2)=[CH:11][CH:10]=1)[C:2]1[CH:7]=[CH:6][CH:5]=[CH:4][CH:3]=1. Reported procedure: From (+,-) cis 7-Benzyloxy4-[4-(2-chloroethyloxy)-phenyl]-3-phenyl-chroman (235 mg, 0.5 mmol) and butylamine (183 mg, 2.5 mmol). The evaporated product was precipitated from ether-petrolether to give 160 mg of material, which was chromatographed as described above. Starting materials: CS(=O)(=O)c1cccc(Nc2cc(-c3ccccc3OCc3ccccc3)ncn2)c1, O=C(O)C(F)(F)F. Product: CS(=O)(=O)c1cccc(Nc2cc(-c3ccccc3O)ncn2)c1. RXN SMILES: [CH2:1]([c:2]1[cH:3][cH:4][cH:5][cH:6][cH:7]1)[O:8][c:9]1[c:10](-[c:15]2[cH:16][c:17]([NH:21][c:22]3[cH:23][c:24]([S:28](=[O:29])(=[O:30])[CH3:31])[cH:25][cH:26][cH:27]3)[n:18][cH:19][n:20]2)[cH:11][cH:12][cH:13][cH:14]1.[OH:32][C:33]([C:34]([F:35])([F:36])[F:37])=[O:38]>>[OH:8][c:9]1[c:10](-[c:15]2[cH:16][c:17]([NH:21][c:22]3[cH:23][c:24]([S:28](=[O:29])(=[O:30])[CH3:31])[cH:25][cH:26][cH:27]3)[n:18][cH:19][n:20]2)[cH:11][cH:12][cH:13][cH:14]1.